Dataset: the Open Reaction Database (ORD), a public repository of structured organic reaction records. Task: describe an organic reaction: reactants, conditions, products, and yield The reactants are Cl.NC1CC2=CC=CC=C2C1 (2-aminoindane hydrochloride), ClC1=CC(=C(C=C1)[N+](=O)[O-])[N+](=O)[O-] (4-chloro-1,2-dinitrobenzene), CC[O-].[Na+] (sodium ethylate), [Na] (sodium). Run in CCO (EtOH). Reaction conditions: time 48 hour. Product: ClC1=CC(=C(C=C1)[N+](=O)[O-])NC1CC2=CC=CC=C2C1 (4-Chloro-2-(indan-2-yl)amino-1-nitrobenzene). The yield is 36.1%. RXN SMILES: Cl.[NH2:2][CH:3]1[CH2:11][C:10]2[C:5](=[CH:6][CH:7]=[CH:8][CH:9]=2)[CH2:4]1.[Cl:12][C:13]1[CH:18]=[CH:17][C:16]([N+:19]([O-:21])=[O:20])=[C:15]([N+]([O-])=O)[CH:14]=1.CC[O-].[Na+].[Na]>CCO>[Cl:12][C:13]1[CH:18]=[CH:17][C:16]([N+:19]([O-:21])=[O:20])=[C:15]([NH:2][CH:3]2[CH2:11][C:10]3[C:5](=[CH:6][CH:7]=[CH:8][CH:9]=3)[CH2:4]2)[CH:14]=1 |f:0.1,3.4,^1:28|. Procedure: 26 g of 2-aminoindane hydrochloride and then 20 g of 4-chloro-1,2-dinitrobenzene are added to a solution of sodium ethylate, prepared from 0.61 g of sodium and 200 ml of EtOH, and the mixture is stirred for 48 hours at RT. The solvent is evaporated off under vacuum, the residue is extracted with AcOEt, washed with water and dried over Na2SO4 and the solvent is evaporated off under vacuum to give 10.3 g of the expected product after crystallization from EtOH. M.p.=108° C. Reactants: C(C)OC(=O)C=1OC2=C(C1)C=C(C=C2C)C(CC)(O)CC (5-(1-Ethyl-1-hydroxy-propyl)-7-methyl-benzofuran-2-carboxylic acid ethyl ester), C1(=CC=CC=C1O)C (o-cresol), B(F)(F)F.CCOCC (BF3 Et2O). Product: C(C)OC(=O)C=1OC2=C(C1)C=C(C=C2C)C(CC)(C2=CC(=C(C=C2)O)C)CC (5-[1-Ethyl-1-(4-hydroxy-3-methyl-phenyl)-propyl]-7-methyl-benzofuran-2-carboxylic acid ethyl ester). Yield: 53.6%. Reaction SMILES: [CH2:1]([O:3][C:4]([C:6]1[O:7][C:8]2[C:14]([CH3:15])=[CH:13][C:12]([C:16]([CH2:20][CH3:21])(O)[CH2:17][CH3:18])=[CH:11][C:9]=2[CH:10]=1)=[O:5])[CH3:2].[C:22]1([CH3:29])[C:27]([OH:28])=[CH:26]C=C[CH:23]=1.B(F)(F)F.[CH3:34][CH2:35]OCC>>[CH2:1]([O:3][C:4]([C:6]1[O:7][C:8]2[C:14]([CH3:15])=[CH:13][C:12]([C:16]([CH2:34][CH3:35])([C:20]3[CH:21]=[CH:26][C:27]([OH:28])=[C:22]([CH3:29])[CH:23]=3)[CH2:17][CH3:18])=[CH:11][C:9]=2[CH:10]=1)=[O:5])[CH3:2] |f:2.3|. Reported procedure: 5-(1-Ethyl-1-hydroxy-propyl)-7-methyl-benzofuran-2-carboxylic acid ethyl ester (7.90 g, 27.2 mmol) and o-cresol (5.88 g, 54.4 mmol) and BF3-Et2O (3.86 g, 27.2 mmol) are reacted analogous to Example 1D to give the title compound (5.55 g, 54%). Reactants: CN1CCNCC1, CN1CCCC1=O, COC(=O)c1sc2ccccc2c1N, O. The product is Nc1csc2ccccc12. Reaction SMILES: [CH3:15][N:16]1[CH2:17][CH2:18][NH:19][CH2:20][CH2:21]1.[CH3:23][N:24]1[CH2:25][CH2:26][CH2:27][C:28]1=[O:29].[NH2:1][c:2]1[c:3]([C:11]([O:12][CH3:13])=[O:14])[s:4][c:5]2[c:6]1[cH:7][cH:8][cH:9][cH:10]2.[OH2:22]>>[NH2:1][c:2]1[cH:3][s:4][c:5]2[c:6]1[cH:7][cH:8][cH:9][cH:10]2. Reactants: peroxide, S(=S)(=O)([O-])[O-].[Na+].[Na+] (sodium thiosulfate), ClC=1C=C(C=CC1)C(=C)CC1(C(C2=CC=CC=C2C1=O)=O)CC (2-[2-(3-chlorophenyl) propen 3-yl]-2-ethylindan-1,3-dione), O.O.O.C(C)(=O)[O-].[Na+] (sodium acetate trihydrate), C(C)(=O)OO (peracetic acid). Solvent: C(Cl)(Cl)Cl (chloroform). Product: ClC=1C=C(C=CC1)C1(CC2(C(C3=CC=CC=C3C2=O)=O)CC)CO1 (2-[2-(3-chlorophenyl)-2,3-epoxypropyl]-2-ethylindan-1,3-dione). Isolated yield 149.1%. RXN SMILES: [Cl:1][C:2]1[CH:3]=[C:4]([C:8]([CH2:10][C:11]2([CH2:22][CH3:23])[C:19](=[O:20])[C:18]3[C:13](=[CH:14][CH:15]=[CH:16][CH:17]=3)[C:12]2=[O:21])=[CH2:9])[CH:5]=[CH:6][CH:7]=1.O.O.O.C([O-])(=[O:29])C.[Na+].C(OO)(=O)C.S([O-])([O-])(=O)=S.[Na+].[Na+]>C(Cl)(Cl)Cl>[Cl:1][C:2]1[CH:3]=[C:4]([C:8]2([O:29][CH2:9]2)[CH2:10][C:11]2([CH2:22][CH3:23])[C:19](=[O:20])[C:18]3[C:13](=[CH:14][CH:15]=[CH:16][CH:17]=3)[C:12]2=[O:21])[CH:5]=[CH:6][CH:7]=1 |f:1.2.3.4.5,7.8.9|. Reported procedure: To the mixture of 1.62 g of 2-[2-(3-chlorophenyl) propen 3-yl]-2-ethylindan-1,3-dione, 0.34 g of sodium acetate trihydrate and 10 ml of chloroform was added-2.85 g of 40% peracetic acid. After refluxing for 3 hours, excess peroxide was decomposed with 10% sodium thiosulfate aqueous solution, and the organic layer was washed with water, neutralized with a saturated sodium bicarbonate aqueous solution, washed with water and with a saturated saline solution, and dried over anhydrous magnesium sulfa... Starting materials: N[C@H]1[C@H]([C@@H](O[C@@H]1C(=O)O)N1C2=NC=NC(=C2N=C1)NC(C1=CC=CC=C1)=O)O (3-amino-1-(6-benzoylamino-9H-purin-9-yl)-1,3-dideoxy-β-D-ribofuranuronic acid), N-hydroxysuccinimide ester, C(C)(C)(C)OC(=O)NC(CC1=CC=C(C=C1)F)C(=O)O (N-tert-butoxycarbonyl-β-(4-fluorophenyl)-D,L-alanine). Product: C(C1=CC=CC=C1)(=O)NC1=C2N=CN(C2=NC=N1)[C@H]1[C@H](O)[C@@H]([C@H](O1)C(=O)O)NC(C(NC(=O)OC(C)(C)C)CC1=CC=C(C=C1)F)=O (1-(6-Benzoylamino-9H-purin-9-yl)-3-[N-tert-butoxycarbonyl-β-(4-fluorophenyl)-D,L-alanylamino]-1,3-dideoxy-β-D-ribofuranuronic acid). Yield: 88.6%. As a reaction SMILES: [NH2:1][C@@H:2]1[C@@H:6]([C:7]([OH:9])=[O:8])[O:5][C@@H:4]([N:10]2[CH:18]=[N:17][C:16]3[C:11]2=[N:12][CH:13]=[N:14][C:15]=3[NH:19][C:20](=[O:27])[C:21]2[CH:26]=[CH:25][CH:24]=[CH:23][CH:22]=2)[C@@H:3]1[OH:28].[C:29]([O:33][C:34]([NH:36][CH:37]([C:46](O)=[O:47])[CH2:38][C:39]1[CH:44]=[CH:43][C:42]([F:45])=[CH:41][CH:40]=1)=[O:35])([CH3:32])([CH3:31])[CH3:30]>>[C:20]([NH:19][C:15]1[N:14]=[CH:13][N:12]=[C:11]2[C:16]=1[N:17]=[CH:18][N:10]2[C@@H:4]1[O:5][C@H:6]([C:7]([OH:9])=[O:8])[C@@H:2]([NH:1][C:46](=[O:47])[CH:37]([CH2:38][C:39]2[CH:40]=[CH:41][C:42]([F:45])=[CH:43][CH:44]=2)[NH:36][C:34]([O:33][C:29]([CH3:32])([CH3:30])[CH3:31])=[O:35])[C@H:3]1[OH:28])(=[O:27])[C:21]1[CH:26]=[CH:25][CH:24]=[CH:23][CH:22]=1. Reported procedure: 1-(6-Benzoylamino-9H-purin-9-yl)-3-[N-tert-butoxycarbonyl-β-(4-fluorophenyl)-D,L-alanylamino]-1,3-dideoxy-β-D-ribofuranuronic acid (575 mg) was prepared by reacting 1-(6-benzoylamino-9H-purin-9-yl)-1,3-dideoxy-3-amino-β-D-ribofuranuronic acid (384 mg) prepared in Example 1 with N-hydroxysuccinimide ester of N-tert-butoxycarbonyl-β-(4-fluorophenyl)-D,L-alanine (417 mg) according to a similar manner to that of Example 5, mp. 125°-134° C. (dec.).